The task is: describe an organic reaction: reactants, conditions, products, and yield. This data is from the Open Reaction Database (ORD), a public repository of structured organic reaction records. Starting materials: C, CCO, [H][H], CCc1nc(C=Cc2cccc(N)c2)sc1C, [Pd]. Yields the product CCc1nc(CCc2cccc(N)c2)sc1C. Reaction SMILES: [C:20].[CH3:22][CH2:23][OH:24].[H:18][H:19].[NH2:1][c:2]1[cH:3][c:4]([CH:5]=[CH:6][c:7]2[s:8][c:9]([CH3:14])[c:10]([CH2:12][CH3:13])[n:11]2)[cH:15][cH:16][cH:17]1.[Pd:21]>>[NH2:1][c:2]1[cH:3][c:4]([CH2:5][CH2:6][c:7]2[s:8][c:9]([CH3:14])[c:10]([CH2:12][CH3:13])[n:11]2)[cH:15][cH:16][cH:17]1. Reactants: CCOCC (ether), C(C)OCC (diethyl ether), C12(CC3CC(CC(C1)C3)C2)OC2=CC=C(C=C2)N2CCCC2 (N-[4-(1-adamantyloxy)phenyl]pyrrolidine), C(Cl)Cl (CH2Cl2). The solvent is Cl (HCl). Reaction conditions: time 30 minute. The product is Cl.C12(CC3CC(CC(C1)C3)C2)OC2=CC=C(C=C2)N2CCCC2 (N-[4-(1-Adamantyloxy)phenyl]pyrrolidine-hydrochloride). RXN SMILES: [C:1]12([O:11][C:12]3[CH:17]=[CH:16][C:15]([N:18]4[CH2:22][CH2:21][CH2:20][CH2:19]4)=[CH:14][CH:13]=3)[CH2:10][CH:5]3[CH2:6][CH:7]([CH2:9][CH:3]([CH2:4]3)[CH2:2]1)[CH2:8]2.C(OCC)C.C(Cl)[Cl:29]>Cl>[ClH:29].[C:1]12([O:11][C:12]3[CH:13]=[CH:14][C:15]([N:18]4[CH2:22][CH2:21][CH2:20][CH2:19]4)=[CH:16][CH:17]=3)[CH2:8][CH:7]3[CH2:6][CH:5]([CH2:4][CH:3]([CH2:9]3)[CH2:2]1)[CH2:10]2 |f:4.5|. Procedure details: To 29.8 g (0.100 mole) of N-[4-(1-adamantyloxy)phenyl]pyrrolidine dissolved in CH2Cl2 (200 ml) and diethyl ether (25 ml) stirred and cooled in an ice bath is added in one portion 44 ml of 3.4 N HCl in ether (0.15 mole of HCl). After 30 minutes' stirring, the solvent is evaporated. The resulting solid (33.8 g) is recrystallized from CH2Cl2 (120 ml) -- diethyl ether (100 ml) to give 29.0 g of white solid product, mp (in bath at 148°; 1°/minute temperature rise), 163.4°-166.8° C. Nmr, ir, and UV sp... The reactants are NCC1CNC=2N(C1)N=C(C2C(=O)N)C2=CC=C(C=C2)OC2=CC=CC=C2 (6-(aminomethyl)-2-(4-phenoxyphenyl)-4,5,6,7-tetrahydropyrazolo[1,5-a]pyrimidine-3-carboxamide), C(C=C)(=O)Cl (acryloyl chloride), compound 8. The product is C(C=C)(=O)NCC1CNC=2N(C1)N=C(C2C(=O)N)C2=CC=C(C=C2)OC2=CC=CC=C2 (6-(Acrylamidomethyl)-2-(4-phenoxyphenyl)-4,5,6,7-tetrahydropyrazolo[1,5-a]pyrimidine-3-carboxamide). Reaction SMILES: [NH2:1][CH2:2][CH:3]1[CH2:8][N:7]2[N:9]=[C:10]([C:15]3[CH:20]=[CH:19][C:18]([O:21][C:22]4[CH:27]=[CH:26][CH:25]=[CH:24][CH:23]=4)=[CH:17][CH:16]=3)[C:11]([C:12]([NH2:14])=[O:13])=[C:6]2[NH:5][CH2:4]1.[C:28](Cl)(=[O:31])[CH:29]=[CH2:30]>>[C:28]([NH:1][CH2:2][CH:3]1[CH2:8][N:7]2[N:9]=[C:10]([C:15]3[CH:20]=[CH:19][C:18]([O:21][C:22]4[CH:27]=[CH:26][CH:25]=[CH:24][CH:23]=4)=[CH:17][CH:16]=3)[C:11]([C:12]([NH2:14])=[O:13])=[C:6]2[NH:5][CH2:4]1)(=[O:31])[CH:29]=[CH2:30]. Reported procedure: The desired product was prepared form 6-(aminomethyl)-2-(4-phenoxyphenyl)-4,5,6,7-tetrahydropyrazolo[1,5-a]pyrimidine-3-carboxamide and acryloyl chloride using the procedure similar to that for compound 8. 1H NMR (400 MHz, DMSO-d6) δ 8.31 (t, J=5.6 Hz, 1H), 7.51 (d, J=8.8 Hz, 2H), 7.46-7.38 (m, 2H), 7.17 (t, J=7.6 Hz, 1H), 7.08 (d, J=7.6 Hz, 2H), 7.04 (d, J=8.8 Hz, 2H), 6.61 (s, 1H), 6.25 (dd, J=17.1, 10.1 Hz, 1H), 6.11 (dd, J=17.1, 2.2 Hz, 1H), 5.62 (dd, J=10.1, 2.2 Hz, 1H), 4.07 (dd, J=12.4, 6... The reactants are CC1=C(C=CC=C1[N+](=O)[O-])CC(=O)O (2-methyl-3-nitrophenylacetic acid), C(C)OC(C(C(=O)OCC)(C1=CC=CC=C1)CCO)=O (2-(2-hydroxyethyl)-2-phenylmalonic acid diethyl ester). Reagents/catalysts: CN(C1=CC=NC=C1)C (4-dimethylaminopyridine). The product is C(C)OC(C(C(=O)OCC)(C1=CC=CC=C1)CCOC(CC1=C(C(=CC=C1)[N+](=O)[O-])C)=O)=O (2-{2-[2-(2-Methyl-3-nitrophenyl)acetoxy]ethyl}-2-phenylmalonic acid diethyl ester). Isolated yield 89.7%. Reaction SMILES: [CH3:1][C:2]1[C:7]([N+:8]([O-:10])=[O:9])=[CH:6][CH:5]=[CH:4][C:3]=1[CH2:11][C:12]([OH:14])=[O:13].[CH2:15]([O:17][C:18](=[O:34])[C:19]([CH2:31][CH2:32]O)([C:25]1[CH:30]=[CH:29][CH:28]=[CH:27][CH:26]=1)[C:20]([O:22][CH2:23][CH3:24])=[O:21])[CH3:16]>CN(C)C1C=CN=CC=1>[CH2:23]([O:22][C:20](=[O:21])[C:19]([CH2:31][CH2:32][O:13][C:12](=[O:14])[CH2:11][C:3]1[CH:4]=[CH:5][CH:6]=[C:7]([N+:8]([O-:10])=[O:9])[C:2]=1[CH3:1])([C:25]1[CH:30]=[CH:29][CH:28]=[CH:27][CH:26]=1)[C:18]([O:17][CH2:15][CH3:16])=[O:34])[CH3:24]. Procedure: The 2-methyl-3-nitrophenylacetic acid (307 mg) obtained in Example 5c), 4-dimethylaminopyridine (217 mg) and the 2-(2-hydroxyethyl)-2-phenylmalonic acid diethyl ester (250 mg) obtained in Example 5e) were subjected to reactions similar to those in Example 1-3c) to give the title compound (366 mg). Starting materials: OC1=C2C(OC(C2=CC=C1)=O)=O (4-hydroxy-isobenzofuran-1,3-dione), CI (methyl iodide). The solvent is CN(C=O)C (N,N-dimethylformamide). Reaction conditions: time 48 hour. Product: COC1=C2C(OC(C2=CC=C1)=O)=O (4-methoxy-isobenzofuran-1,3-dione). Yield: 46.8%. RXN SMILES: [OH:1][C:2]1[CH:10]=[CH:9][CH:8]=[C:7]2[C:3]=1[C:4](=[O:12])[O:5][C:6]2=[O:11].[CH3:13]I>CN(C)C=O>[CH3:13][O:1][C:2]1[CH:10]=[CH:9][CH:8]=[C:7]2[C:3]=1[C:4](=[O:12])[O:5][C:6]2=[O:11]. Procedure: To a solution of 4-hydroxy-isobenzofuran-1,3-dione (195 mg, 1.2 mmol) in anhydrous N,N-dimethylformamide (4 ml) under nitrogen was added minutes and then methyl iodide (0.37 ml, 6.0 mmol) was added. The reaction was stirred for 48 h. and then quenched with saturated ammonium chloride. The mixture was concentrated in vacuo, diluted in ethyl acetate (20 ml) and the organic phase washed with 1N hydrochloric acid (5 ml) and brine (3×5 ml). The organic layer was dried (MgSO4) and concentrated in vacu... Reactants: CCO, Cc1cc(C)cc(O)c1, O=N[O-], [Na+], O. The product is Cc1cc(O)cc(C)c1N=O. RXN SMILES: [CH2:14]([OH:15])[CH3:16].[CH3:1][c:2]1[cH:3][c:4]([OH:9])[cH:5][c:6]([CH3:8])[cH:7]1.[N:10](=[O:11])[O-:12].[Na+:13].[OH2:17]>>[CH3:1][c:2]1[cH:3][c:4]([OH:9])[cH:5][c:6]([CH3:8])[c:7]1[N:10]=[O:11]. As a reaction SMILES: [N:1]1([CH2:10][C:11]([OH:13])=O)[C:9]2[C:4](=[CH:5][CH:6]=[CH:7][CH:8]=2)[CH:3]=[CH:2]1.C(OC(Cl)=O)C(C)C.[NH2:22][CH:23]1[C:30](=[O:31])[N:29]2[CH:24]1[S:25][CH2:26][C:27]([Cl:35])=[C:28]2[C:32]([OH:34])=[O:33].O1CCCC1.O>O1CCCC1.C(N(CC)CC)C>[N:1]1([CH2:10][C:11]([NH:22][CH:23]2[C:30](=[O:31])[N:29]3[CH:24]2[S:25][CH2:26][C:27]([Cl:35])=[C:28]3[C:32]([OH:34])=[O:33])=[O:13])[C:9]2[C:4](=[CH:5][CH:6]=[CH:7][CH:8]=2)[CH:3]=[CH:2]1 |f:3.4|. Procedure: (1H-Indol-1-yl)acetic acid (0.05 m) is added to tetrahydrofuran. The temperature is lowered to about -10° C. and 1 equivalent of isobutylchloroformate in tetrahydrofuran is added. This mixture is stirred for about 30 minutes. A solution of 7-amino-3-chloro-8-oxo-5-thia-1-azabicyclo[4.2.0]oct-2-ene-2-carboxylic acid in 1:1 tetrahydrofuran/water containing 1 equivalent of triethylamine is added to the previously formed solution maintained at -10° C. The resulting solution is stirred for about 60 m... Product: N1(C=CC2=CC=CC=C12)CC(=O)NC1C2SCC(=C(N2C1=O)C(=O)O)Cl (7-[[(1H-Indol-1-yl)acetyl]amino]-3-chloro-8-oxo-5-thia-1-azabicyclo[4.2.0]oct-2-ene-2-carboxylic acid). Reactants: NC1C2SCC(=C(N2C1=O)C(=O)O)Cl (7-amino-3-chloro-8-oxo-5-thia-1-azabicyclo[4.2.0]oct-2-ene-2-carboxylic acid), O1CCCC1.O (tetrahydrofuran water), C(C(C)C)OC(=O)Cl (isobutylchloroformate), N1(C=CC2=CC=CC=C12)CC(=O)O ((1H-Indol-1-yl)acetic acid). Conditions: temperature -10 celsius, time 30 minute. Solvent: C(C)N(CC)CC (triethylamine), O1CCCC1 (tetrahydrofuran), O1CCCC1 (tetrahydrofuran).